This data is from the Open Reaction Database (ORD), a public repository of structured organic reaction records. The task is: describe an organic reaction: reactants, conditions, products, and yield Reactants: N1CCC(CC1)N1C=CC2=CC=CC=C12 (1-(piperidin-4-yl)-indole), C([O-])([O-])=O.[K+].[K+] (potassium carbonate), C(C)(C)Br (i-propyl bromide). The solvent is CN(C)C=O (DMF). Reaction conditions: time 15 minute. The product is C(C)(C)N1CCC(CC1)N1C=CC2=CC=CC=C12 (1-N(1-N-i-Propyl-piperidin-4-yl)-1H-indole). Isolated yield 36.0%. As a reaction SMILES: [NH:1]1[CH2:6][CH2:5][CH:4]([N:7]2[C:15]3[C:10](=[CH:11][CH:12]=[CH:13][CH:14]=3)[CH:9]=[CH:8]2)[CH2:3][CH2:2]1.C(=O)([O-])[O-].[K+].[K+].[CH:22](Br)([CH3:24])[CH3:23]>CN(C=O)C>[CH:22]([N:1]1[CH2:6][CH2:5][CH:4]([N:7]2[C:15]3[C:10](=[CH:11][CH:12]=[CH:13][CH:14]=3)[CH:9]=[CH:8]2)[CH2:3][CH2:2]1)([CH3:24])[CH3:23] |f:1.2.3|. Procedure: To a solution of 1-(piperidin-4-yl)-indole (0.5 g, 2.5 mmol) in dry DMF (3 m) was added anhydrous potassium carbonate (360 mg, 2.6 mmol). After stirring for 15 minutes at ambient temperature, i-propyl bromide (0.84 mL, 9 mmol) was added. The reaction mixture was refluxed for 2 days with stirring, quenched with water, extracted with ethyl acetate (2×), dried, and evaporated. The remaining residue was chromatographed on silica gel eluting with a toluene/acetone gradient (90:10 to 70:30). Evaporati... Starting materials: C=CCCCCCC (1-octene). Reagents/catalysts: Cl[Ru](Cl)([P](C1CCCCC1)(C2CCCCC2)C3CCCCC3)([P](C4CCCCC4)(C5CCCCC5)C6CCCCC6)=CC7=CC=CC=C7 (Grubbs' catalyst). Solvent: CCCCCC (hexane). Conditions: time 15 hour. Yields the product CCCCCCC=CCCCCCC (tetradec-7-ene). The yield is 79.3%. As a reaction SMILES: [CH2:1]=[CH:2][CH2:3][CH2:4][CH2:5][CH2:6][CH2:7][CH3:8]>Cl[Ru](=CC1C=CC=CC=1)([P](C1CCCCC1)(C1CCCCC1)C1CCCCC1)([P](C1CCCCC1)(C1CCCCC1)C1CCCCC1)Cl.CCCCCC>[CH3:1][CH2:2][CH2:3][CH2:4][CH2:5][CH2:6][CH:7]=[CH:8][CH2:1][CH2:2][CH2:3][CH2:4][CH2:5][CH3:6] |^1:17,36|. Procedure: A mixture of 1-octene (7.15 g, 64 mmol) and Grubbs' catalyst (0.030 g, 0.04 mmol, 0.0006 equ) was stirred under a static vacuum for 15 hours, then passed through a plug of silica eluting with hexane. Concentration gave tetradec-7-ene (4.982 g, 80%) as a colourless liquid. Starting materials: C(C)(C)(C)NS(=O)(=O)C1=CC=C(C=C1)N1C(C=C(C=C1)OC1CCN(CC1)C1=NC=C(C=N1)CCC)=O (N-tert-butyl-4-(2-oxo-4-(1-(5-propylpyrimidin-2-yl)piperidin-4-yloxy)pyridin-1(2H)-yl)benzenesulfonamide), FC(C(=O)O)(F)F (trifluoroaceticacid). Run in C(Cl)Cl (CH2Cl2). Conditions: time 2 day. The product is O=C1N(C=CC(=C1)OC1CCN(CC1)C1=NC=C(C=N1)CCC)C1=CC=C(C=C1)S(=O)(=O)N (4-(2-oxo-4-(1-(5-propylpyrimidin-2-yl)piperidin-4-yloxy)pyridin-1(2H)-yl)benzenesulfonamide). Yield: 53.2%. Reaction SMILES: C([NH:5][S:6]([C:9]1[CH:14]=[CH:13][C:12]([N:15]2[CH:20]=[CH:19][C:18]([O:21][CH:22]3[CH2:27][CH2:26][N:25]([C:28]4[N:33]=[CH:32][C:31]([CH2:34][CH2:35][CH3:36])=[CH:30][N:29]=4)[CH2:24][CH2:23]3)=[CH:17][C:16]2=[O:37])=[CH:11][CH:10]=1)(=[O:8])=[O:7])(C)(C)C.FC(F)(F)C(O)=O>C(Cl)Cl>[O:37]=[C:16]1[CH:17]=[C:18]([O:21][CH:22]2[CH2:27][CH2:26][N:25]([C:28]3[N:33]=[CH:32][C:31]([CH2:34][CH2:35][CH3:36])=[CH:30][N:29]=3)[CH2:24][CH2:23]2)[CH:19]=[CH:20][N:15]1[C:12]1[CH:11]=[CH:10][C:9]([S:6]([NH2:5])(=[O:7])=[O:8])=[CH:14][CH:13]=1. Reported procedure: To a stirring solution of N-tert-butyl-4-(2-oxo-4-(1-(5-propylpyrimidin-2-yl)piperidin-4-yloxy)pyridin-1(2H)-yl)benzenesulfonamide (23 mg, 0.044 mmol) in CH2Cl2 (1 mL) was added trifluoroaceticacid (0.4 mL, 5 mmol, Aldrich). The reaction was stirred at room temperature for 2 days and then concentrated in vacuo to a yellow oil. The oil was purified by flash chromatography (SiO2, 0 to 5% MeOH in CH2Cl2) to yield 11 mg of the desired product as an off-white solid. 1H NMR (400 MHz, CDCl3) δ ppm 8.18... Isolated yield 76.7%. RXN SMILES: [Cl:1][CH2:2][CH2:3][O:4][C:5]1[CH:10]=[C:9]([O:11][CH3:12])[CH:8]=[CH:7][C:6]=1[N+:13]([O-:15])=[O:14].Cl[CH2:17][S:18]([C:21]1[C:30]2[C:25](=[CH:26][CH:27]=[CH:28][CH:29]=2)[CH:24]=[CH:23][CH:22]=1)(=[O:20])=[O:19].CC(C)([O-])C.[K+].Cl>C1COCC1>[Cl:1][CH2:2][CH2:3][O:4][C:5]1[C:6]([N+:13]([O-:15])=[O:14])=[C:7]([CH2:17][S:18]([C:21]2[C:30]3[C:25](=[CH:26][CH:27]=[CH:28][CH:29]=3)[CH:24]=[CH:23][CH:22]=2)(=[O:19])=[O:20])[CH:8]=[C:9]([O:11][CH3:12])[CH:10]=1 |f:2.3|. The reactants are Cl (HCl), ClCCOC1=C(C=CC(=C1)OC)[N+](=O)[O-] (2-(2-chloro-ethoxy)-4-methoxy-1-nitrobenzene), ClCS(=O)(=O)C1=CC=CC2=CC=CC=C12 (1-chloromethane-sulfonyl-naphthalene), CC(C)([O-])C.[K+] (potassium t-butoxide). The product is ClCCOC=1C(=C(C=C(C1)OC)CS(=O)(=O)C1=CC=CC2=CC=CC=C12)[N+](=O)[O-] (1-[3-(2-Chloro-ethoxy)-5-methoxy-2-nitro-phenylmethanesulfonyl]-naphthalene). Run in C1CCOC1 (THF). Conditions: time 4 hour. Procedure: A mixture of 2-(2-chloro-ethoxy)-4-methoxy-1-nitrobenzene (1.4 g, 6 mmoles) and 1-chloromethane-sulfonyl-naphthalene (1.4 g, 6 mmoles) was stirred in THF (50 mL) at −78° C., in a round bottom flask under nitrogen. A solution of 1M potassium t-butoxide was added dropwise (18 mL, 18 mmoles) over a half an hour period. Temperature was allowed to rise to −40° C., and the reaction mixture was stirred at this temperature for 4 hours. The reaction mixture was poured into cold 2N HCl, extracted with EtO... Starting materials: C(C)(C)N=C=NC(C)C (diisopropylcarbodiimide), ClC1=CC=C(C=C1)C(N1CC(C1)N)C1=CC=C(C=C1)Cl (1-[bis(4-chlorophenyl)methyl]azetidin-3-ylamine), C=1(C(=CC=CC1)S(=O)(=O)CC(=O)O)C (toluenesulfonylacetic acid), OC1=CC=CC=2NN=NC21 (hydroxybenzotriazole). Reaction SMILES: C(N=C=N[CH:7]([CH3:9])[CH3:8])(C)C.[Cl:10][C:11]1[CH:16]=[CH:15][C:14]([CH:17]([C:23]2[CH:28]=[CH:27][C:26]([Cl:29])=[CH:25][CH:24]=2)[N:18]2[CH2:21][CH:20]([NH2:22])[CH2:19]2)=[CH:13][CH:12]=1.[C:30]1(C)[C:31]([S:36]([CH2:39][C:40](O)=[O:41])(=[O:38])=[O:37])=[CH:32]C=C[CH:35]=1.OC1C2N=NNC=2C=CC=1>ClCCl.CN(C)C=O.CO>[Cl:10][C:11]1[CH:16]=[CH:15][C:14]([CH:17]([C:23]2[CH:28]=[CH:27][C:26]([Cl:29])=[CH:25][CH:24]=2)[N:18]2[CH2:19][CH:20]([NH:22][C:40](=[O:41])[CH2:39][S:36]([C:31]3[CH:32]=[CH:9][C:7]([CH3:8])=[CH:35][CH:30]=3)(=[O:38])=[O:37])[CH2:21]2)=[CH:13][CH:12]=1. The product is ClC1=CC=C(C=C1)C(N1CC(C1)NC(CS(=O)(=O)C1=CC=C(C=C1)C)=O)C1=CC=C(C=C1)Cl (N-{1-[bis(4-chlorophenyl)methyl]-azetidin-3-yl}-2-(toluene-4-sulfonyl)acetamide). Run at time 17 hour. Solvent: CO (methanol), ClCCl (dichloromethane), CN(C=O)C (dimethylformamide), ClCCl (dichloromethane). Procedure details: 0.031 cm3 of diisopropylcarbodiimide, a solution of 30 mg of 1-[bis(4-chlorophenyl)methyl]azetidin-3-ylamine in 0.5 cm3 of anhydrous dichloromethane, and 3 cm3 of anhydrous dichloromethane are added to a solution of 85.7 mg of toluenesulfonylacetic acid, 27 mg of hydroxybenzotriazole in solution in 0.5 cm3 of dimethylformamide under an inert argon atmosphere, at a temperature in the region of 23° C. After 17 hours at a temperature in the region of 23° C., the reaction mixture is loaded onto a 3-... Reactants: CCNCC(NS(=O)(=O)c1ccc(I)cc1)C(=O)O, ClCCCl, CCOC(C)=O, Cl, Cl, Nc1cccc(CCc2ccc(C(=O)O)cc2)n1, CN(C)C=O, On1nnc2ccccc21. The product is CCN(CC(NS(=O)(=O)c1ccc(I)cc1)C(=O)O)C(=O)c1ccc(CCc2cccc(N)n2)cc1. Reaction SMILES: [CH2:21]([CH3:22])[NH:23][CH2:24][CH:25]([C:26](=[O:27])[OH:28])[NH:29][S:30](=[O:31])(=[O:32])[c:33]1[cH:34][cH:35][c:36]([I:39])[cH:37][cH:38]1.[CH2:40]([Cl:41])[CH2:42][Cl:43].[CH3:54][CH2:55][O:56][C:57]([CH3:58])=[O:59].[ClH:1].[ClH:20].[NH2:2][c:3]1[n:4][c:5]([CH2:9][CH2:10][c:11]2[cH:12][cH:13][c:14]([C:15](=[O:16])[OH:17])[cH:18][cH:19]2)[cH:6][cH:7][cH:8]1.[O:60]=[CH:61][N:62]([CH3:63])[CH3:64].[OH:44][n:45]1[c:46]2[c:47]([cH:48][cH:49][cH:50][cH:51]2)[n:52][n:53]1>>[NH2:2][c:3]1[n:4][c:5]([CH2:9][CH2:10][c:11]2[cH:12][cH:13][c:14]([C:15](=[O:17])[N:23]([CH2:21][CH3:22])[CH2:24][CH:25]([C:26](=[O:27])[OH:28])[NH:29][S:30](=[O:31])(=[O:32])[c:33]3[cH:34][cH:35][c:36]([I:39])[cH:37][cH:38]3)[cH:18][cH:19]2)[cH:6][cH:7][cH:8]1. Reagents/catalysts: [C-]#N.[Zn+2].[C-]#N (zinc cyanide), [Pd].C1(=CC=CC=C1)P(C1=CC=CC=C1)C1=CC=CC=C1.C1(=CC=CC=C1)P(C1=CC=CC=C1)C1=CC=CC=C1.C1(=CC=CC=C1)P(C1=CC=CC=C1)C1=CC=CC=C1.C1(=CC=CC=C1)P(C1=CC=CC=C1)C1=CC=CC=C1 (tetrakis(triphenylphosphine) palladium). Reactants: BrC1=CC=C2CCCC(C2=C1)O (7-bromo-1,2,3,4-tetrahydro-naphthalen-1-ol), CN(C)C=O (DMF), O (water), C(C)OCC (diethyl ether). The product is C(#N)C1=CC=C2CCCC(C2=C1)O (7-cyano-1,2,3,4-tetrahydro-naphthalen-1-ol). Procedure details: To a solution of 7-bromo-1,2,3,4-tetrahydro-naphthalen-1-ol (0.708 g, 3.11 mmol), which can be prepared as described in Example 5, in DMF (6.5 mL) is added zinc cyanide (0.274 g, 2.33 mmol). Four evacuation-nitrogen fill cycles are performed and tetrakis(triphenylphosphine) palladium (0.072 g, 0.062 mmol) is added. The mixture is heated to 95° C. until the reaction is complete, whereupon water and diethyl ether are added. The mixture is filtered through Celite® and the organic phase is washed wi... RXN SMILES: Br[C:2]1[CH:11]=[C:10]2[C:5]([CH2:6][CH2:7][CH2:8][CH:9]2[OH:12])=[CH:4][CH:3]=1.O.C(OCC)C.[CH3:19][N:20](C=O)C>[C-]#N.[Zn+2].[C-]#N.[Pd].C1(P(C2C=CC=CC=2)C2C=CC=CC=2)C=CC=CC=1.C1(P(C2C=CC=CC=2)C2C=CC=CC=2)C=CC=CC=1.C1(P(C2C=CC=CC=2)C2C=CC=CC=2)C=CC=CC=1.C1(P(C2C=CC=CC=2)C2C=CC=CC=2)C=CC=CC=1>[C:19]([C:2]1[CH:11]=[C:10]2[C:5]([CH2:6][CH2:7][CH2:8][CH:9]2[OH:12])=[CH:4][CH:3]=1)#[N:20] |f:4.5.6,7.8.9.10.11|. Conditions: temperature 95 celsius.